This data is from the Open Reaction Database (ORD), a public repository of structured organic reaction records. The task is: describe an organic reaction: reactants, conditions, products, and yield Reactants: ClC1=CC=C(C=C1)CC(=O)Cl (4-chlorophenylacetyl chloride), COC1=NN(C(O1)=O)C1=CC=C(C=C1)N (5-methoxy-3-(4-aminophenyl)-3H-(1,3,4)oxadiazol-2-one), C(Cl)Cl (methylene chloride). The solvent is N1=CC=CC=C1 (pyridine). Reaction conditions: time 5 hour. Product: COC1=NN(C(O1)=O)C1=CC=C(C=C1)NC(CC1=CC=C(C=C1)Cl)=O (5-Methoxy-3-(4-(4-chlorophenylacetylamino)phenyl)-3H-(1,3,4)oxadiazol-2-one). RXN SMILES: [Cl:1][C:2]1[CH:7]=[CH:6][C:5]([CH2:8][C:9](Cl)=[O:10])=[CH:4][CH:3]=1.[CH3:12][O:13][C:14]1[O:18][C:17](=[O:19])[N:16]([C:20]2[CH:25]=[CH:24][C:23]([NH2:26])=[CH:22][CH:21]=2)[N:15]=1.C(Cl)Cl>N1C=CC=CC=1>[CH3:12][O:13][C:14]1[O:18][C:17](=[O:19])[N:16]([C:20]2[CH:25]=[CH:24][C:23]([NH:26][C:9](=[O:10])[CH2:8][C:5]3[CH:6]=[CH:7][C:2]([Cl:1])=[CH:3][CH:4]=3)=[CH:22][CH:21]=2)[N:15]=1. Procedure: 201 mg of 4-chlorophenylacetyl chloride were added dropwise to a mixture consisting of 200 mg of 5-methoxy-3-(4-aminophenyl)-3H-(1,3,4)oxadiazol-2-one, 20 ml of methylene chloride and 0.1 ml of pyridine cooled in ice, and the mixture was stirred at room temperature for 5 hours. Volatiles were removed in vacuo. The residue was stirred with water and the solid was filtered off with suction and dried at 40° C. in vacuo. Starting materials: CI, CN(C)C=O, [H-], [Na+], CN(CC1CCC(c2nc3ccccc3[nH]2)CC1)C(=O)OCc1ccccc1. Product: CN(CC1CCC(c2nc3ccccc3n2C)CC1)C(=O)OCc1ccccc1. Reaction SMILES: [CH3:31][I:32].[CH3:33][N:34]([CH3:35])[CH:36]=[O:37].[H-:29].[Na+:30].[n:1]1[c:2]([CH:10]2[CH2:11][CH2:12][CH:13]([CH2:16][N:17]([C:18]([O:19][CH2:20][c:21]3[cH:22][cH:23][cH:24][cH:25][cH:26]3)=[O:27])[CH3:28])[CH2:14][CH2:15]2)[nH:3][c:4]2[c:5]1[cH:6][cH:7][cH:8][cH:9]2>>[n:1]1([CH3:31])[c:2]([CH:10]2[CH2:11][CH2:12][CH:13]([CH2:16][N:17]([C:18]([O:19][CH2:20][c:21]3[cH:22][cH:23][cH:24][cH:25][cH:26]3)=[O:27])[CH3:28])[CH2:14][CH2:15]2)[n:3][c:4]2[c:5]1[cH:6][cH:7][cH:8][cH:9]2. The reactants are N1C=NC(=C1)C1=C(OCC2=CC=C(C(=O)OCC)C=C2)C=CC=C1 (Ethyl 4-((2-(1H-imidazol-4-yl)phenoxy)methyl)benzoate), O[Li].O (LiOH.H2O). Run in CO (MeOH), O (water). Reaction conditions: time 4 hour. The product is N1C=NC(=C1)C1=C(OCC2=CC=C(C(=O)[O-])C=C2)C=CC=C1.[Li+] (Lithium 4-((2-(1H-imidazol-4-yl)phenoxy)methyl)benzoate). Reaction SMILES: [NH:1]1[CH:5]=[C:4]([C:6]2[CH:24]=[CH:23][CH:22]=[CH:21][C:7]=2[O:8][CH2:9][C:10]2[CH:20]=[CH:19][C:13]([C:14]([O:16]CC)=[O:15])=[CH:12][CH:11]=2)[N:3]=[CH:2]1.O[Li:26].O>CO.O>[NH:1]1[CH:5]=[C:4]([C:6]2[CH:24]=[CH:23][CH:22]=[CH:21][C:7]=2[O:8][CH2:9][C:10]2[CH:20]=[CH:19][C:13]([C:14]([O-:16])=[O:15])=[CH:12][CH:11]=2)[N:3]=[CH:2]1.[Li+:26] |f:1.2,5.6|. Procedure: Ethyl 4-((2-(1H-imidazol-4-yl)phenoxy)methyl)benzoate (0.33 mmol, 105 mg) was diluted with MeOH (3 mL) and water (1 mL) followed by the addition of LiOH.H2O (0.33 mmol, 14.35 mg). After stirring for 4 h at room temperature, the solvent was removed under vacuum to afford the product. Yields the product CC(C)CCNC(=O)c1ccc(N2CCC(Oc3cccc(C(F)(F)F)c3)CC2)nn1. Starting materials: CC(C)CCNC(=O)c1ccc(Cl)nn1, FC(F)(F)c1cccc(OC2CCNCC2)c1. Reaction SMILES: [Cl:1][c:2]1[cH:3][cH:4][c:5]([C:8](=[O:9])[NH:10][CH2:11][CH2:12][CH:13]([CH3:14])[CH3:15])[n:6][n:7]1.[F:16][C:17]([c:18]1[cH:19][c:20]([O:21][CH:22]2[CH2:23][CH2:24][NH:25][CH2:26][CH2:27]2)[cH:28][cH:29][cH:30]1)([F:31])[F:32]>>[c:2]1([N:25]2[CH2:24][CH2:23][CH:22]([O:21][c:20]3[cH:19][c:18]([C:17]([F:16])([F:31])[F:32])[cH:30][cH:29][cH:28]3)[CH2:27][CH2:26]2)[cH:3][cH:4][c:5]([C:8](=[O:9])[NH:10][CH2:11][CH2:12][CH:13]([CH3:14])[CH3:15])[n:6][n:7]1. Starting materials: ClC=1C=C2NC(C(N(C2=CC1[N+](=O)[O-])C1CCCCC1)=O)=O (6-Chloro-1-cyclohexyl-7-nitro-2,3(1H,4H)-quinoxalinedione). The reagents and catalysts are [Pd] (palladium/carbon). Run in O1CCCC1.CO.CN(C=O)C (tetrahydrofuran methanol dimethylformamide). Product: NC1=C(C=C2NC(C(N(C2=C1)C1CCCCC1)=O)=O)Cl (7-Amino-6-chloro-1-cyclohexyl-2,3(1H,4H)-quinoxalinedione), NC1=CC=C2NC(C(N(C2=C1)C1CCCCC1)=O)=O (7-amino-1-cyclohexyl-2,3(1H,4H)-quinoxalinedione). Yield: 80.0%. Reaction SMILES: [Cl:1][C:2]1[CH:3]=[C:4]2[C:9](=[CH:10][C:11]=1[N+:12]([O-])=O)[N:8]([CH:15]1[CH2:20][CH2:19][CH2:18][CH2:17][CH2:16]1)[C:7](=[O:21])[C:6](=[O:22])[NH:5]2>O1CCCC1.CO.CN(C)C=O.[Pd]>[NH2:12][C:11]1[CH:10]=[C:9]2[C:4]([NH:5][C:6](=[O:22])[C:7](=[O:21])[N:8]2[CH:15]2[CH2:20][CH2:19][CH2:18][CH2:17][CH2:16]2)=[CH:3][C:2]=1[Cl:1].[NH2:12][C:11]1[CH:10]=[C:9]2[C:4]([NH:5][C:6](=[O:22])[C:7](=[O:21])[N:8]2[CH:15]2[CH2:20][CH2:19][CH2:18][CH2:17][CH2:16]2)=[CH:3][CH:2]=1 |f:1.2.3|. Procedure: 28.9 g (89 mmol) of 6-Chloro-1-cyclohexyl-7-nitro-2,3(1H,4H)-quinoxalinedione were dissolved in 300 ml of tetrahydrofuran/methanol/dimethylformamide (3:3:1) and, after addition of 3 g of palladium/carbon (10%), hydrogenated. The mixture was filtered, the carbon was washed with methanolic ammonia solution, and the combined filtrates were concentrated under reduced pressure. The residue was chromatographed on silica gel with the mobile phase toluene/acetone/glacial acetic acid (10:10:1) to yield 2... Reactants: C(C)OC(=O)C1(CC1)C1=CC=C(C=C1)C1=CC=C(C=C1)C1=C(C(=NO1)C)CNC[C@H](C)C1=CC=CC=C1 (1-(4′-{3-methyl-4-[((R)-2-phenyl-propylamino)-methyl]-isoxazol-5-yl}-biphenyl-4-yl)-cyclopropanecarboxylic acid ethyl ester), C(C)=O (acetaldehyde). The product is C(C)OC(=O)C1(CC1)C1=CC=C(C=C1)C1=CC=C(C=C1)C1=C(C(=NO1)C)CN(C[C@H](C)C1=CC=CC=C1)CC (1-[4′-(4-{[Ethyl-((R)-2-phenyl-propyl)-amino]-methyl}-3-methyl-isoxazol-5-yl)-biphenyl-4-yl]-cyclopropanecarboxylic acid ethyl ester). As a reaction SMILES: [CH2:1]([O:3][C:4]([C:6]1([C:9]2[CH:14]=[CH:13][C:12]([C:15]3[CH:20]=[CH:19][C:18]([C:21]4[O:25][N:24]=[C:23]([CH3:26])[C:22]=4[CH2:27][NH:28][CH2:29][C@@H:30]([C:32]4[CH:37]=[CH:36][CH:35]=[CH:34][CH:33]=4)[CH3:31])=[CH:17][CH:16]=3)=[CH:11][CH:10]=2)[CH2:8][CH2:7]1)=[O:5])[CH3:2].[CH:38](=O)[CH3:39]>>[CH2:1]([O:3][C:4]([C:6]1([C:9]2[CH:10]=[CH:11][C:12]([C:15]3[CH:20]=[CH:19][C:18]([C:21]4[O:25][N:24]=[C:23]([CH3:26])[C:22]=4[CH2:27][N:28]([CH2:38][CH3:39])[CH2:29][C@@H:30]([C:32]4[CH:33]=[CH:34][CH:35]=[CH:36][CH:37]=4)[CH3:31])=[CH:17][CH:16]=3)=[CH:13][CH:14]=2)[CH2:7][CH2:8]1)=[O:5])[CH3:2]. Procedure details: Prepared according to the procedure described in Example 67, Step 1, using 1-(4′-{3-methyl-4-[((R)-2-phenyl-propylamino)-methyl]-isoxazol-5-yl}-biphenyl-4-yl)-cyclopropanecarboxylic acid ethyl ester and acetaldehyde. Reactants: BrC1=CC(=C(C(=N1)C)N)C (6-bromo-2,4-dimethyl-3-aminopyridine), N1=CC=CC=C1 (pyridine), C(C)(C)(C)CC(=O)Cl (tert-butylacetyl chloride). Solvent: ClCCl (dichloromethane). Conditions: time 2 hour. Product: BrC1=CC(=C(C(=N1)C)NC(CC(C)(C)C)=O)C (N-(6-bromo-2,4-dimethylpyridin-3-yl)-3,3-dimethylbutanamide). The yield is 91.1%. RXN SMILES: [Br:1][C:2]1[N:7]=[C:6]([CH3:8])[C:5]([NH2:9])=[C:4]([CH3:10])[CH:3]=1.N1C=CC=CC=1.[C:17]([CH2:21][C:22](Cl)=[O:23])([CH3:20])([CH3:19])[CH3:18]>ClCCl>[Br:1][C:2]1[N:7]=[C:6]([CH3:8])[C:5]([NH:9][C:22](=[O:23])[CH2:21][C:17]([CH3:20])([CH3:19])[CH3:18])=[C:4]([CH3:10])[CH:3]=1. Procedure: To a mixture of 1c (0.364 g, 1.81 mmol) and pyridine (0.158 ml, 2 mmol) in dichloromethane (5 ml) was added tert-butylacetyl chloride (0.242 g, 1.8 mmol). The mixture was stirred at room temperature for 2 hours. The mixture was washed with brine and extracted with ethyl acetate. The organic layer was dried over MgSO4, concentrated and chromatographed to yield 1d (0.361 g, 1.64 mmol, 91%). The reactants are C(#C)C=1C=C2C(CC(SC2=CC1)(C)C)=O (6-ethynyl-2,2-dimethylthiochroman-4-one), C(#C)C=1C=C2C(CC(SC2=CC1)(C)C)=O (6-ethynyl-2,2-dimethylthiochroman-4-one), IC1=NC=C(C(=O)OCC)C=C1 (ethyl 6-iodonicotinate). Reagents/catalysts: Cl[Pd]([P](C1=CC=CC=C1)(C2=CC=CC=C2)C3=CC=CC=C3)([P](C4=CC=CC=C4)(C5=CC=CC=C5)C6=CC=CC=C6)Cl (bis(triphenylphosphine)-palladium(II) chloride), [Cu]I (copper(I) iodide). Solvent: CCN(CC)CC (Et3N). Conditions: time 8 hour. Yields the product CC1(SC2=CC=C(C=C2C(C1)=O)C#CC1=NC=C(C(=O)OCC)C=C1)C (Ethyl 6-[(2,2-dimethyl-4-oxo-thiochroman-6-yl)ethynyl]-nicotinate). Isolated yield 78.3%. As a reaction SMILES: [C:1]([C:3]1[CH:4]=[C:5]2[C:10](=[CH:11][CH:12]=1)[S:9][C:8]([CH3:14])([CH3:13])[CH2:7][C:6]2=[O:15])#[CH:2].I[C:17]1[CH:27]=[CH:26][C:20]([C:21]([O:23][CH2:24][CH3:25])=[O:22])=[CH:19][N:18]=1>CCN(CC)CC.Cl[Pd](Cl)([P](C1C=CC=CC=1)(C1C=CC=CC=1)C1C=CC=CC=1)[P](C1C=CC=CC=1)(C1C=CC=CC=1)C1C=CC=CC=1.[Cu]I>[CH3:14][C:8]1([CH3:13])[CH2:7][C:6](=[O:15])[C:5]2[C:10](=[CH:11][CH:12]=[C:3]([C:1]#[C:2][C:17]3[CH:27]=[CH:26][C:20]([C:21]([O:23][CH2:24][CH3:25])=[O:22])=[CH:19][N:18]=3)[CH:4]=2)[S:9]1 |^1:37,56|. Procedure details: A solution of 6-ethynyl-2,2-dimethylthiochroman-4-one (Compound 222, 510.0 mg, 2.36 mmol) and ethyl 6-iodonicotinate (654.0 mg, 2.36 mmol) in 20.0 mL Et3N was purged with argon for 20 minutes. To this solution was added bis(triphenylphosphine)-palladium(II) chloride (425.0 mg, 0.60 mmol) and copper(I) iodide (115.0 mg, 0.60 mmol). After sparging for an additional 10 minutes with argon, the solution was stirred overnight at room temperature. The reaction mixture was diluted with EtOAc (20 mL) and...